This data is from the Open Reaction Database (ORD), a public repository of structured organic reaction records. The task is: describe an organic reaction: reactants, conditions, products, and yield Reported procedure: The product of step D (207 mg, 0.488 mmol) was dissolved in dichloromethane (1.63 mL) and trifluoroacetic acid (1.62 mL, 21.0 mmol) was added. At 1.75 h the volatiles were removed to yield an oil, which was dissolved in 1 mL of MeOH and 1.5 mL of 7 M NH3 in MeOH. After 30 min all volatiles were removed. The free base was used without further purification. 1H NMR (500 MHz, CDCl3) δ 9.10 (d, 1H), 8.26 (dd, 1H), 7.68 (d, 1H), 4.78 (d, 1H), 4.71 (d, 1H), 3.89-3.84 (m, 1H), 3.53-3.49 (m, 1H), 3.46-3.... The solvent is CO (MeOH), ClCCl (dichloromethane), CO (MeOH). As a reaction SMILES: [CH3:1][S:2]([C:5]1[CH:6]=[CH:7][C:8]([CH2:11][O:12][CH2:13][C@@H:14]2[CH2:16][C@@H:15]2[CH:17]2[CH2:22][CH2:21][N:20](C(OC(C)(C)C)=O)[CH2:19][CH2:18]2)=[N:9][CH:10]=1)(=[O:4])=[O:3].FC(F)(F)C(O)=O.N>ClCCl.CO>[CH3:1][S:2]([C:5]1[CH:6]=[CH:7][C:8]([CH2:11][O:12][CH2:13][C@@H:14]2[CH2:16][C@@H:15]2[CH:17]2[CH2:22][CH2:21][NH:20][CH2:19][CH2:18]2)=[N:9][CH:10]=1)(=[O:3])=[O:4]. Reactants: N (NH3), FC(C(=O)O)(F)F (trifluoroacetic acid), CS(=O)(=O)C=1C=CC(=NC1)COC[C@H]1[C@H](C1)C1CCN(CC1)C(=O)OC(C)(C)C (tert-butyl 4-[(1R,2R)-2-({[5-(methylsulfonyl)pyridin-2-yl]methoxy}methyl)cyclopropyl]piperidine-1-carboxylate). Yields the product CS(=O)(=O)C=1C=CC(=NC1)COC[C@H]1[C@H](C1)C1CCNCC1 (5-(methylsulfonyl)-2-({[(1R,2R)-2-piperidin-4-ylcyclopropyl]methoxy}methyl)pyridine). Reactants: COC(C=CC1=CC(=CC=2N=CN(C21)C2=CC=CC=C2)C(F)(F)F)=O (3-(3-phenyl-6-trifluoromethyl-3H-benzimidazol-4-yl)acrylic acid methyl ester), CN1CCN(CC1)C(C=CC1=CC(=CC=2N=CN(C21)C2=CC=CC=C2)C(F)(F)F)=O (1-(4-methylpiperazin-1-yl)-3-(3-phenyl-6-trifluoromethyl-3H-benzimidazol-4-yl)prop-2-en-1-one). Product: C(#N)CCN(C(C=CC1=CC(=CC=2N=CN(C21)C2=CC=CC=C2)C(F)(F)F)=O)C (N-(2-Cyanoethyl)-N-methyl-3-(3-phenyl-6-trifluoromethyl-3H-benzimidazol-4-yl)acrylamide). The yield is 5.0%. RXN SMILES: COC(=O)C=CC1C2N(C3C=CC=CC=3)C=[N:11][C:10]=2C=C(C(F)(F)F)C=1.CN1[CH2:32][CH2:31][N:30]([C:33](=[O:55])[CH:34]=[CH:35][C:36]2[C:44]3[N:43]([C:45]4[CH:50]=[CH:49][CH:48]=[CH:47][CH:46]=4)[CH:42]=[N:41][C:40]=3[CH:39]=[C:38]([C:51]([F:54])([F:53])[F:52])[CH:37]=2)[CH2:29]C1>>[C:10]([CH2:32][CH2:31][N:30]([CH3:29])[C:33](=[O:55])[CH:34]=[CH:35][C:36]1[C:44]2[N:43]([C:45]3[CH:46]=[CH:47][CH:48]=[CH:49][CH:50]=3)[CH:42]=[N:41][C:40]=2[CH:39]=[C:38]([C:51]([F:54])([F:52])[F:53])[CH:37]=1)#[N:11]. Procedure details: This was prepared from 3-(3-phenyl-6-trifluoromethyl-3H-benzimidazol-4-yl)acrylic acid methyl ester in a similar manner to 1-(4-methylpiperazin-1-yl)-3-(3-phenyl-6-trifluoromethyl-3H-benzimidazol-4-yl)prop-2-en-1-one. The oily residue was purified by preparative LCMS to afford the title compound as a white solid (5.6 mg, 5%), m/z 399.0 (M+H)+. Reactants: BrC1=C(C=CC(=C1F)Cl)C(C)=O (1-(2-Bromo-4-chloro-3-fluorophenyl)ethanone), C(C=C)(=O)OC(C)(C)C (tert-butyl acrylate), TEA. Reagents/catalysts: CC(=O)[O-].CC(=O)[O-].[Pd+2] (Pd(OAc)2). Solvent: CN(C)C=O (DMF). Conditions: temperature 90 celsius, time 8 hour. Yields the product C(C)(=O)C1=CC=C(C(=C1/C=C/C(=O)OC(C)(C)C)F)Cl ((E)-tert-Butyl 3-(6-acetyl-3-chloro-2-fluorophenyl)acrylate). Yield: 50.7%. Reaction SMILES: Br[C:2]1[C:7]([F:8])=[C:6]([Cl:9])[CH:5]=[CH:4][C:3]=1[C:10](=[O:12])[CH3:11].[C:13]([O:17][C:18]([CH3:21])([CH3:20])[CH3:19])(=[O:16])[CH:14]=[CH2:15]>CN(C=O)C.CC([O-])=O.CC([O-])=O.[Pd+2]>[C:10]([C:3]1[C:2](/[CH:15]=[CH:14]/[C:13]([O:17][C:18]([CH3:21])([CH3:20])[CH3:19])=[O:16])=[C:7]([F:8])[C:6]([Cl:9])=[CH:5][CH:4]=1)(=[O:12])[CH3:11] |f:3.4.5|. Reported procedure: To a mixture of Intermediate 12C (50 g, 198 mmol), tert-butyl acrylate (50.9 g, 397 mmol) and TEA (55 mL, 397 mmol) in DMF (500 mL) was added Pd(OAc)2 (8.9 g, 39.7 mmol). The resulting mixture was stirred at 90° C. overnight. The reaction was cooled to rt, filtered, and the filtrate was concentrated. Purification by column chromatography gave Intermediate 12D (30 g, 51%) as a light yellow solid. MS (ESI) m/z: 242.7 (M+H)+. Reactants: CN1C(=C(C=2C=CC=CC2S1(=O)=O)O)C(=O)NC=3C=CC=CN3 (piroxicam), pale yellow foam, C(OC(C)Cl)(OC1CCCCC1)=O (alpha-chloroethyl cyclohexyl carbonate). The product is C1(CCCCC1)OC(=O)OC(C)OC1=C(N(S(C2=C1C=CC=C2)(=O)=O)C)C(=O)NC2=NC=CC=C2 (4-[1-(Cyclohexyloxycarbonyloxy)ethoxy]-2-methyl-N-(2-pyridyl)-2H-1,2-benzothiazine-3-carboxamide 1,1-Dioxide). As a reaction SMILES: [CH3:1][N:2]1[S:11](=[O:13])(=[O:12])[C:10]2[CH:9]=[CH:8][CH:7]=[CH:6][C:5]=2[C:4]([OH:14])=[C:3]1[C:15]([NH:17][C:18]1[CH:19]=[CH:20][CH:21]=[CH:22][N:23]=1)=[O:16].[C:24](=[O:36])([O:29][CH:30]1[CH2:35][CH2:34][CH2:33][CH2:32][CH2:31]1)[O:25][CH:26](Cl)[CH3:27]>>[CH:30]1([O:29][C:24]([O:25][CH:26]([O:14][C:4]2[C:5]3[CH:6]=[CH:7][CH:8]=[CH:9][C:10]=3[S:11](=[O:13])(=[O:12])[N:2]([CH3:1])[C:3]=2[C:15]([NH:17][C:18]2[CH:19]=[CH:20][CH:21]=[CH:22][N:23]=2)=[O:16])[CH3:27])=[O:36])[CH2:35][CH2:34][CH2:33][CH2:32][CH2:31]1. Procedure details: By the procedure of Example 6, piroxicam (3.00 g, 9.1 mmol) and alpha-chloroethyl cyclohexyl carbonate (5.37 g, 26.1 mmol) were converted to chromatographed title product, 3.85 g pale yellow foam (7.7 mmol, 84.7%) which gave 2.45 g white crystals from toluene/hexane: mp 142°-144° C.; IR (KBr) 1749, 1682 cm-1 ; 1H NMR (CDCl3) delta 0.99-1.93 (br m, 10 H), 1.76 (d, J=6 Hz, 3H), 3.11 (s, 3H), 4.40-4.58 (br m, 1H), 6.36 (q, J=6 Hz, 1H), 7.06-7.18 (m, 1H), 7.62-7.97 (m, 5H), 8.32-8.43 (m, 2H), 9.40 (... Reactants: CC(C)(C)OC(=O)Nc1ccc(Br)cc1[N+](=O)[O-], CCO, Cc1ccccc1, [K+], [K+], O=C([O-])[O-], O, OB(O)c1ccsc1. Yields the product CC(C)(C)OC(=O)Nc1ccc(-c2ccsc2)cc1[N+](=O)[O-]. RXN SMILES: [Br:1][c:2]1[cH:3][c:4]([N+:16](=[O:17])[O-:18])[c:5]([NH:8][C:9]([O:10][C:11]([CH3:12])([CH3:13])[CH3:14])=[O:15])[cH:6][cH:7]1.[CH3:25][CH2:26][OH:27].[CH3:36][c:37]1[cH:38][cH:39][cH:40][cH:41][cH:42]1.[K+:19].[K+:20].[O-:21][C:22]([O-:23])=[O:24].[OH2:43].[s:28]1[cH:29][c:30]([B:33]([OH:34])[OH:35])[cH:31][cH:32]1>>[c:2]1(-[c:30]2[cH:29][s:28][cH:32][cH:31]2)[cH:3][c:4]([N+:16](=[O:17])[O-:18])[c:5]([NH:8][C:9]([O:10][C:11]([CH3:12])([CH3:13])[CH3:14])=[O:15])[cH:6][cH:7]1.